This data is from the Open Reaction Database (ORD), a public repository of structured organic reaction records. The task is: describe an organic reaction: reactants, conditions, products, and yield Reactants: C1=CC(=CC=C1CC2=CC=C(C=C2)Cl)Cl (4,4′-dichlorodiphenylmethane), C(CCC)[Li] (butyllithium), ClCCCI (1-chloro-3-iodopropane). The solvent is O1CCCC1 (tetrahydrofuran), O1CCCC1 (tetrahydrofuran). Reaction conditions: time 15 minute. Product: ClCCCC(C1=CC=C(C=C1)Cl)C1=CC=C(C=C1)Cl (1-Chloro-4,4-di-(4-chlorophenyl)butane). Isolated yield 44.0%. RXN SMILES: [CH:1]1[C:6]([CH2:7][C:8]2[CH:13]=[CH:12][C:11]([Cl:14])=[CH:10][CH:9]=2)=[CH:5][CH:4]=[C:3]([Cl:15])[CH:2]=1.C([Li])CCC.[Cl:21][CH2:22][CH2:23][CH2:24]I>O1CCCC1>[Cl:21][CH2:22][CH2:23][CH2:24][CH:7]([C:8]1[CH:13]=[CH:12][C:11]([Cl:14])=[CH:10][CH:9]=1)[C:6]1[CH:1]=[CH:2][C:3]([Cl:15])=[CH:4][CH:5]=1. Procedure: A solution of 4,4′-dichlorodiphenylmethane (4.37 g, 18.4 mmol) (Blackwell, J. et all, J. Chem. Soc., 1961, 1405) in dry tetrahydrofuran (50 ml) was treated at 0° C. with butyllithium (12.1 ml of 1.6 M, 19.36 mmol) added dropwise over 15 min. After 15 min, the red solution was then added dropwise to a cold (−78° C.) solution of 1-chloro-3-iodopropane (15.0 g, 73.4 mmol) in dry tetrahydrofuran (120 ml). After 20 min at −78° C., the reaction mixture was quenched by the addition of saturated ammoniu... Reactants: OCCC1CCc2ccccc2O1, Cc1ccc(S(=O)(=O)Cl)cc1, c1ccncc1. The product is Cc1ccc(S(=O)(=O)OCCC2CCc3ccccc3O2)cc1. As a reaction SMILES: [OH:12][CH2:13][CH2:14][CH:15]1[O:16][c:17]2[cH:18][cH:19][cH:20][cH:21][c:22]2[CH2:23][CH2:24]1.[c:1]1([CH3:11])[cH:2][cH:3][c:4]([S:7](=[O:8])(=[O:9])[Cl:10])[cH:5][cH:6]1.[cH:25]1[cH:26][cH:27][n:28][cH:29][cH:30]1>>[c:1]1([CH3:11])[cH:2][cH:3][c:4]([S:7](=[O:8])(=[O:9])[O:12][CH2:13][CH2:14][CH:15]2[O:16][c:17]3[cH:18][cH:19][cH:20][cH:21][c:22]3[CH2:23][CH2:24]2)[cH:5][cH:6]1. Isolated yield 66.6%. Yields the product CN1N=C(C(=C1OC1=CC=CC=C1)C=NOCC1=CC=C(C(=O)OC(C)(C)C)C=C1)C (Tert-butyl 4-[(1,3-dimethyl-5-phenoxypyrazol-4-yl)methyleneaminooxymethyl]benzoate). Procedure: 2.0 Grams (0.00855 mole) of 1,3-dimethyl-5-phenoxypyrazole-4-carbaldehyde oxime was dissolved in 20 ml of dimethyl sulfoxide, and after adding 0.65 g (0.0116 mole) of powdery potassium hydroxide, the resulting mixture was stirred at 30° C. for 30 minutes. To this solution was added 2.32 g (0.00855 mole) of tert-butyl 4-bromomethylbenzoate, and reaction was carried out at from 50° to 60° C. for 1 hour. After completion of the reaction, water was added to the reaction solution which was then extra... RXN SMILES: [CH3:1][N:2]1[C:6]([O:7][C:8]2[CH:13]=[CH:12][CH:11]=[CH:10][CH:9]=2)=[C:5]([CH:14]=[N:15][OH:16])[C:4]([CH3:17])=[N:3]1.[OH-].[K+].Br[CH2:21][C:22]1[CH:34]=[CH:33][C:25]([C:26]([O:28][C:29]([CH3:32])([CH3:31])[CH3:30])=[O:27])=[CH:24][CH:23]=1.O>CS(C)=O>[CH3:1][N:2]1[C:6]([O:7][C:8]2[CH:13]=[CH:12][CH:11]=[CH:10][CH:9]=2)=[C:5]([CH:14]=[N:15][O:16][CH2:21][C:22]2[CH:34]=[CH:33][C:25]([C:26]([O:28][C:29]([CH3:30])([CH3:32])[CH3:31])=[O:27])=[CH:24][CH:23]=2)[C:4]([CH3:17])=[N:3]1 |f:1.2|. Solvent: CS(=O)C (dimethyl sulfoxide). The reactants are O (water), CN1N=C(C(=C1OC1=CC=CC=C1)C=NO)C (1,3-dimethyl-5-phenoxypyrazole-4-carbaldehyde oxime), BrCC1=CC=C(C(=O)OC(C)(C)C)C=C1 (tert-butyl 4-bromomethylbenzoate), [OH-].[K+] (potassium hydroxide). Conditions: temperature 30 celsius, time 30 minute. Starting materials: C(C=C)C1=C(OCC(=O)OCC)C=CC=C1C(F)(F)F (Ethyl 2-allyl-3-trifluoromethyl-phenoxy-acetate), [OH-].[Na+] (sodium hydroxide), Cl (hydrochloric acid). Run in C(C)O (ethanol), O (water). Reaction conditions: time 15 minute. The product is C(C=C)C1=C(OCC(=O)O)C=CC=C1C(F)(F)F (2-allyl-3-trifluoromethyl-phenoxy-acetic acid). Isolated yield 99.3%. Reaction SMILES: [CH2:1]([C:4]1[C:16]([C:17]([F:20])([F:19])[F:18])=[CH:15][CH:14]=[CH:13][C:5]=1[O:6][CH2:7][C:8]([O:10]CC)=[O:9])[CH:2]=[CH2:3].[OH-].[Na+].Cl>C(O)C.O>[CH2:1]([C:4]1[C:16]([C:17]([F:18])([F:19])[F:20])=[CH:15][CH:14]=[CH:13][C:5]=1[O:6][CH2:7][C:8]([OH:10])=[O:9])[CH:2]=[CH2:3] |f:1.2|. Procedure details: 8.1 g of the product of Step C in 50 ml of ethanol was stirred for one hour at ambient temperature in the presence of 14 ml of 2N sodium hydroxide and 14 ml of 2N hydrochloric acid were then added with stirring for 15 minutes, followed by concentration to obtain 10.19 g of crude product which was taken up in water. After extracting with methylene chloride and drying, the solvent was evaporated to obtain 7.26 g of the expected product.